From a dataset of the Open Reaction Database (ORD), a public repository of structured organic reaction records. describe an organic reaction: reactants, conditions, products, and yield The reactants are C[O-], CO, Cl, Nc1ccc(F)c([N+](=O)[O-])c1, [Na+], O. Yields the product COc1ccc(N)cc1[N+](=O)[O-]. RXN SMILES: [CH3:12][O-:13].[CH3:17][OH:18].[ClH:15].[N+:1](=[O:2])([O-:3])[c:4]1[cH:5][c:6]([NH2:7])[cH:8][cH:9][c:10]1[F:11].[Na+:14].[OH2:16]>>[N+:1](=[O:2])([O-:3])[c:4]1[cH:5][c:6]([NH2:7])[cH:8][cH:9][c:10]1[O:13][CH3:12]. Starting materials: C(C)(=O)N1C(C[C@H](C1)C(C)=O)=S ((+)-(4R)-1-Acetyl-4-acetylthio-2-pyrrolidone). Solvent: Cl.CO (hydrogen chloride methanol). Reaction conditions: time 25 minute. The product is C(C)(=O)[C@@H]1CC(NC1)=S ((4R)-4-acetylthio-2-pyrrolidone). Isolated yield 81.9%. As a reaction SMILES: C([N:4]1[CH2:8][C@H:7]([C:9](=[O:11])[CH3:10])[CH2:6][C:5]1=[S:12])(=O)C>Cl.CO>[C:9]([C@H:7]1[CH2:8][NH:4][C:5](=[S:12])[CH2:6]1)(=[O:11])[CH3:10] |f:1.2|. Reported procedure: (+)-(4R)-1-Acetyl-4-acetylthio-2-pyrrolidone (6 g) is dissolved in 5% hydrogen chloride-methanol solution, and the mixture is stirred at room temperature for 25 minutes. The mixture is evaporated to remove the solvent, and the residue is subjected to azeotropic distillation with toluene. To the residue is added acetyl chloride (6 ml), and the mixture is stirred for 4.5 hours. The precipitated crystals are collected by filtration, and dissolved in chloroform. The chloroform solution is washed wit... Procedure: The compound was synthesized as trifluoroacetate salt starting from 5-aminobenzimidazole (0.585 g, 4.4 mmol), 4-pentoxybenzaldehyde (0.755 mL, 4 mmol), TMSCN (0.5 mL, 4 mmol), PdC (10%, 0.02 g), TEA (1.05 mL, 7.4 mmol), di-(imidazol-1-yl)methanone (0.667 g, 4.12 mmol) as described in method 2. The product was purified by means of preparative HPLC. The reactants are PdC, FC(C(=O)[O-])(F)F (trifluoroacetate), [Si](C)(C)(C)C#N (TMSCN), N1(C=NC=C1)C(=O)N1C=NC=C1 (di-(imidazol-1-yl)methanone), NC1=CC2=C(N=CN2)C=C1 (5-aminobenzimidazole), C(CCCC)OC1=CC=C(C=O)C=C1 (4-pentoxybenzaldehyde), TEA. Reaction SMILES: FC(F)(F)C([O-])=O.[NH2:8][C:9]1[CH:17]=[CH:16][C:12]2[N:13]=[CH:14][NH:15][C:11]=2[CH:10]=1.[CH2:18]([O:23][C:24]1[CH:31]=[CH:30][C:27]([CH:28]=O)=[CH:26][CH:25]=1)[CH2:19][CH2:20][CH2:21][CH3:22].[Si](C#N)(C)(C)C.[N:38]1([C:43](N2C=CN=C2)=[O:44])C=CN=[CH:39]1>>[NH:13]1[C:12]2[CH:16]=[CH:17][C:9]([N:8]3[CH:28]([C:27]4[CH:30]=[CH:31][C:24]([O:23][CH2:18][CH2:19][CH2:20][CH2:21][CH3:22])=[CH:25][CH:26]=4)[CH2:39][NH:38][C:43]3=[O:44])=[CH:10][C:11]=2[N:15]=[CH:14]1. Product: N1C=NC2=C1C=CC(=C2)N2C(NCC2C2=CC=C(C=C2)OCCCCC)=O (1-(1H-benzo[d]imidazol-5-yl)-5-(4-(pentyloxy)phenyl)imidazolidin-2-one).